describe an organic reaction: reactants, conditions, products, and yield From a dataset of the Open Reaction Database (ORD), a public repository of structured organic reaction records. The reactants are resultant mixture, C(=O)(O)[O-].[Na+] (NaHCO3), C1(=CC=CC=C1)C (toluene), BrC1=CC(=C(C=O)C=C1)F (4-bromo-2-fluorobenzaldehyde), C=1(C(=CC=CC1)S(=O)(=O)O)C (toluenesulfonic acid). Solvent: C(CO)O (ethylene glycol). Product: BrC1=CC(=C(C=C1)C1OCCO1)F (2-(4-bromo-2-fluorophenyl)-1,3-dioxolane). RXN SMILES: [C:1]1([CH3:7])C=CC=CC=1.[Br:8][C:9]1[CH:16]=[CH:15][C:12]([CH:13]=[O:14])=[C:11]([F:17])[CH:10]=1.C1(C)C(S(O)(=O)=[O:25])=CC=CC=1.C([O-])(O)=O.[Na+]>C(O)CO>[Br:8][C:9]1[CH:16]=[CH:15][C:12]([CH:13]2[O:25][CH2:1][CH2:7][O:14]2)=[C:11]([F:17])[CH:10]=1 |f:3.4|. Procedure details: To a toluene (99 mL) solution of 4-bromo-2-fluorobenzaldehyde (10.00 g) was added ethylene glycol (3.30 mL) and toluenesulfonic acid (849 mg), then the resultant mixture was refluxed for 8 hours. The mixture was poured into saturated aqueous NaHCO3, and extracted with AcOEt. The organic layer was washed with water and saturated aqueous NaCl, dried over anhydrous Na2SO4, and evaporated. The residue was purified by silica gel column chromatography (n-hexane/AcOEt=99/1 to 95/5) to afford 2-(4-bromo... The reactants are ClCCCCS(=O)(=O)C1=C(C=CC=C1)C=C(C(C)=O)[N+](=O)[O-] (4-{2-[(4-chlorobutyl)sulfonyl]phenyl}-3-nitro-3-buten-2-one), Cl.COC(CC(N)=N)=O (amidino-acetic acid methyl ester hydrochloride), C[O-].[Na+] (sodium methoxide). Solvent: CO (methanol), CO (methanol). Conditions: time 8 hour. Product: COC(=O)C1=C(NC(=C(C1C1=C(C=CC=C1)S(=O)(=O)CCCCCl)[N+](=O)[O-])C)N (2-Amino-1,4-dihydro-4-{2-[(4-chlorobutyl)sulfonyl]phenyl}-6-methyl-5-nitro-3-pyridinecarboxylic acid methyl ester). The yield is 26.3%. As a reaction SMILES: [Cl:1][CH2:2][CH2:3][CH2:4][CH2:5][S:6]([C:9]1[CH:14]=[CH:13][CH:12]=[CH:11][C:10]=1[CH:15]=[C:16]([N+:20]([O-:22])=[O:21])[C:17](=O)[CH3:18])(=[O:8])=[O:7].Cl.[CH3:24][O:25][C:26](=[O:31])[CH2:27][C:28](=[NH:30])[NH2:29].C[O-].[Na+]>CO>[CH3:24][O:25][C:26]([C:27]1[CH:15]([C:10]2[CH:11]=[CH:12][CH:13]=[CH:14][C:9]=2[S:6]([CH2:5][CH2:4][CH2:3][CH2:2][Cl:1])(=[O:8])=[O:7])[C:16]([N+:20]([O-:22])=[O:21])=[C:17]([CH3:18])[NH:29][C:28]=1[NH2:30])=[O:31] |f:1.2,3.4|. Procedure: To a solution of 3.2 g of 4-{2-[(4-chlorobutyl)sulfonyl]phenyl}-3-nitro-3-buten-2-one in 25 ml of methanol in a 100 ml single-neck flask at 0° C. was added 1.41 g of amidino-acetic acid methyl ester hydrochloride, followed by 2.2 ml of 25% sodium methoxide in methanol. The mixture was warmed to room temperature and stirred overnight. After removal of the methanol, the residue was partitioned between water and dichloromethane. The organic layer was dried over magnesium sulfate and evaporated to g... The reactants are NC1=NC=CC(=C1)CSC1=NC=CC=C1C(=O)N(C1=CC(=CC(=C1)C)C)CC(=O)OC(C)(C)C (2-(2-Aminopyridin-4-ylmethylthio)-N-(tert-butoxycarbonylmethyl)-N-(3,5-dimethylphenyl)pyridine-3-carboxamide), Cl (hydrochloric acid). Solvent: C(C)(=O)OCC (ethyl acetate), C(C)(=O)OCC (ethyl acetate). Conditions: time 18 hour. Yields the product Cl.NC1=NC=CC(=C1)CSC1=NC=CC=C1C(=O)N(C1=CC(=CC(=C1)C)C)CC(=O)O (2-(2-Aminopyridin-4-ylmethylthio)-N-carboxymethyl-N-(3,5-dimethylphenyl)pyridine-3-carboxamide monohydrochloride). Isolated yield 86.0%. RXN SMILES: [NH2:1][C:2]1[CH:7]=[C:6]([CH2:8][S:9][C:10]2[C:15]([C:16]([N:18]([CH2:27][C:28]([O:30]C(C)(C)C)=[O:29])[C:19]3[CH:24]=[C:23]([CH3:25])[CH:22]=[C:21]([CH3:26])[CH:20]=3)=[O:17])=[CH:14][CH:13]=[CH:12][N:11]=2)[CH:5]=[CH:4][N:3]=1.[ClH:35]>C(OCC)(=O)C>[ClH:35].[NH2:1][C:2]1[CH:7]=[C:6]([CH2:8][S:9][C:10]2[C:15]([C:16]([N:18]([CH2:27][C:28]([OH:30])=[O:29])[C:19]3[CH:20]=[C:21]([CH3:26])[CH:22]=[C:23]([CH3:25])[CH:24]=3)=[O:17])=[CH:14][CH:13]=[CH:12][N:11]=2)[CH:5]=[CH:4][N:3]=1 |f:3.4|. Procedure: 2-(2-Aminopyridin-4-ylmethylthio)-N-(tert-butoxycarbonylmethyl)-N-(3,5-dimethylphenyl)pyridine-3-carboxamide (Compound No. 7-1, 40 mg, 0.084 mmol) was dissolved in ethyl acetate (1.0 mL), and 4 N hydrochloric acid in ethyl acetate (1.0 mL) was added thereto, and then the mixture was stirred for 18 hours at room temperature. The precipitated solid was filtered off with diethyl ether and dried under reduced pressure to give 30 mg of the target compound as a colorless solid. (Yield 86%) Product: Cl.CC1=C(C[C@H](N)C(=O)O)C(=CC(=C1)O)C (2,6-Dimethyl-(S)-Tyrosine hydrochloride), white solid. The reactants are Cl (hydrochloric acid), COC([C@@H](NC(C)=O)CC1=C(C=C(C=C1C)O)C)=O (N-acetyl-2,6-dimethy-(S)-tyrosine methyl ester), COC([C@@H](NC(C)=O)CC1=C(C=C(C=C1C)O)C)=O (N-acetyl-2,6-dimethyl-(S)-tyrosine methyl ester). Procedure details: 2,6-Dimethyl-(S)-Tyrosine hydrochloride was prepared by deprotecting N-acetyl-2,6-dimethy-(S)-tyrosine methyl ester as follows: In a 100 ml round-bottom flask was placed 3.40 g (13 mmol) of N-acetyl-2,6-dimethyl-(S)-tyrosine methyl ester and 20 mL of 6N hydrochloric acid. The reaction mixture was refluxed under argon for 41/2 hours, cooled and then concentrated under reduced pressure to afford 3.48 g of a white solid; 1H NMR analysis indicated: (δ, CD3OD) 6.35 (s, 2H), 3.90 (t, J=7 Hz, 1H), 3.3-... As a reaction SMILES: C[O:2][C:3](=[O:19])[C@H:4]([CH2:9][C:10]1[C:15]([CH3:16])=[CH:14][C:13]([OH:17])=[CH:12][C:11]=1[CH3:18])[NH:5]C(=O)C.[ClH:20]>>[ClH:20].[CH3:16][C:15]1[CH:14]=[C:13]([OH:17])[CH:12]=[C:11]([CH3:18])[C:10]=1[CH2:9][C@@H:4]([C:3]([OH:19])=[O:2])[NH2:5] |f:2.3|. Starting materials: N[C@H]([C@H](C[C@H](CC1=CC=C(C=C1)C1=NC=CC=C1)NC(=O)[C@H](C(C)(C)C)NC(OC)=O)O)CC1=CC=CC=C1 (methyl(1S)-1-[({(1S,3S,4S)-4-amino-3-hydroxy-5-phenyl-1-[4-(2-pyridinyl)benzyl]pentyl}amino)carbonyl]-2,2-dimethylpropylcarbamate), N(=[N+]=[N-])[C@H](C(=O)O)[C@@H]1COCC1 (2(S)-azido 2-(3(R)-tetrahydrofuranyl)acetic acid), CCOP(=O)(OCC)ON1C(=O)C2=C(C=CC=C2)N=N1 (DEPBT), C(C)(C)N(C(C)C)CC (N,N-diisopropylethylamine). The solvent is O1CCCC1 (tetrahydrofuran). Run at temperature 25 celsius, time 12 hour. Product: N(=[N+]=[N-])[C@H](C(=O)N[C@H]([C@H](C[C@H](CC1=CC=C(C=C1)C1=NC=CC=C1)NC([C@@H](NC(=O)OC)C(C)(C)C)=O)O)CC1=CC=CC=C1)[C@@H]1COCC1 (N1-[(1S,3S,4S)-4-({(2S)-2-azido-2-[(3R)-tetrahydrofuran-3-yl]ethanoyl}amino)-3-hydroxy-5-phenyl-1-(4-pyridin-2-ylbenzyl)pentyl]-N2-(methoxycarbonyl)-3-methyl-L-valinamide). The yield is 63.6%. As a reaction SMILES: [NH2:1][C@@H:2]([CH2:33][C:34]1[CH:39]=[CH:38][CH:37]=[CH:36][CH:35]=1)[C@@H:3]([OH:32])[CH2:4][C@@H:5]([NH:19][C:20]([C@@H:22]([NH:27][C:28](=[O:31])[O:29][CH3:30])[C:23]([CH3:26])([CH3:25])[CH3:24])=[O:21])[CH2:6][C:7]1[CH:12]=[CH:11][C:10]([C:13]2[CH:18]=[CH:17][CH:16]=[CH:15][N:14]=2)=[CH:9][CH:8]=1.[N:40]([C@@H:43]([C@H:47]1[CH2:51][CH2:50][O:49][CH2:48]1)[C:44](O)=[O:45])=[N+:41]=[N-:42].CCOP(ON1N=NC2C=CC=CC=2C1=O)(OCC)=O.C(N(CC)C(C)C)(C)C>O1CCCC1>[N:40]([C@@H:43]([C@H:47]1[CH2:51][CH2:50][O:49][CH2:48]1)[C:44]([NH:1][C@@H:2]([CH2:33][C:34]1[CH:35]=[CH:36][CH:37]=[CH:38][CH:39]=1)[C@@H:3]([OH:32])[CH2:4][C@@H:5]([NH:19][C:20](=[O:21])[C@H:22]([C:23]([CH3:26])([CH3:25])[CH3:24])[NH:27][C:28]([O:29][CH3:30])=[O:31])[CH2:6][C:7]1[CH:12]=[CH:11][C:10]([C:13]2[CH:18]=[CH:17][CH:16]=[CH:15][N:14]=2)=[CH:9][CH:8]=1)=[O:45])=[N+:41]=[N-:42]. Procedure details: A solution of the product of Example 2C (0.050 g, 0.094 mmol) in tetrahydrofuran (1.0 mL) was treated with 2(S)-azido 2-(3(R)-tetrahydrofuranyl)acetic acid (J. Med. Chem. 1993, 36, 2300-2310) (0.020 g, 0.117 mmol), DEPBT (0.045 g, 0.151 mmol), and N,N-diisopropylethylamine (0.080 mL, 0.459 mmol), stirred at 25° C. for 12 hours and partitioned between ethyl acetate and 10% Na2CO3 solution. The organic layer was washed with additional 10% Na2CO3 solution and brine, dried over MgSO4, filtered and c... The reactants are C(C=C)N (monoallylamine), CS(=O)(=O)O (methanesulfonic acid). The solvent is CCCCCC (hexane). Product: CS(=O)(=O)O.C(C=C)N (monoallylamine- methanesulfonate). As a reaction SMILES: [CH2:1]([NH2:4])[CH:2]=[CH2:3].[CH3:5][S:6]([OH:9])(=[O:8])=[O:7]>CCCCCC>[CH3:5][S:6]([OH:9])(=[O:8])=[O:7].[CH2:1]([NH2:4])[CH:2]=[CH2:3] |f:3.4|. Reported procedure: A one-liter four-necked round-bottom separable flask having a stirrer, a thermometer and a Dimroth reflux condenser was charged with 600 g of hexane and 114.18 g of monoallylamine, and 192.2 g of methanesulfonic acid was gradually dropwise added with cooling and stirring. A purified white precipitate was recovered by filtration and dried to quantitatively give a crystal of monoallylamine- methanesulfonate. Starting materials: C(CCCCCCCCC=C)S(=O)(=O)C1=CC=C(C=C1)C (10-undecenyl-p-tolyl sulfone), C[SnH](C)C (trimethyltin hydride), C[SnH](C)C (trimethyltin hydride). Product: C1(=CC=C(C=C1)S(=O)(=O)CCCCCCCCCCC[Sn](C)(C)C)C (11-(p-tolylsulfonyl)undecyltrimethylstannane). RXN SMILES: [CH2:1]([S:12]([C:15]1[CH:20]=[CH:19][C:18]([CH3:21])=[CH:17][CH:16]=1)(=[O:14])=[O:13])[CH2:2][CH2:3][CH2:4][CH2:5][CH2:6][CH2:7][CH2:8][CH2:9][CH:10]=[CH2:11].[CH3:22][SnH:23]([CH3:25])[CH3:24]>>[C:18]1([CH3:21])[CH:19]=[CH:20][C:15]([S:12]([CH2:1][CH2:2][CH2:3][CH2:4][CH2:5][CH2:6][CH2:7][CH2:8][CH2:9][CH2:10][CH2:11][Sn:23]([CH3:25])([CH3:24])[CH3:22])(=[O:14])=[O:13])=[CH:16][CH:17]=1. Reported procedure: The procedure described in Example 5 was employed except that 13.1 g (42.5 mmoles) of 10-undecenyl-p-tolyl sulfone and 14.0 g (85 mmoles) of trimethyltin hydride were the reactants. The reaction mixture was irradiated for 189 hours. The excess trimethyltin hydride was allowed to evaporate from the reaction mixture under a flow of nitrogen. The residual oil weighed 15.5 g. One-half of the crude product was chromatographed on a column containing silica gel using toluene and 2% acetone in toluene a...